This data is from the Open Reaction Database (ORD), a public repository of structured organic reaction records. The task is: describe an organic reaction: reactants, conditions, products, and yield Reactants: [H][H] (hydrogen), C(C1=CC=CC=C1)NC=1C=C(C(=O)O)C=C(C1OC1=CC=C(C=C1)OCC1=CC=CC=C1)S(N)(=O)=O (3-benzylamino-4-(4-benzyloxyphenoxy)-5-sulphamyl-benzoic acid), [OH-].[Na+] (sodium hydroxide), [H][H] (hydrogen), Pd on-carbon. Run in O (water). Product: C(C1=CC=CC=C1)NC=1C=C(C(=O)O)C=C(C1OC1=CC=C(C=C1)O)S(N)(=O)=O (3-Benzylamino-4-(4-hydroxyphenoxy)-5-sulphamyl-benzoic acid). RXN SMILES: [CH2:1]([NH:8][C:9]1[CH:10]=[C:11]([CH:15]=[C:16]([S:33](=[O:36])(=[O:35])[NH2:34])[C:17]=1[O:18][C:19]1[CH:24]=[CH:23][C:22]([O:25]CC2C=CC=CC=2)=[CH:21][CH:20]=1)[C:12]([OH:14])=[O:13])[C:2]1[CH:7]=[CH:6][CH:5]=[CH:4][CH:3]=1.[OH-].[Na+].[H][H]>O>[CH2:1]([NH:8][C:9]1[CH:10]=[C:11]([CH:15]=[C:16]([S:33](=[O:36])(=[O:35])[NH2:34])[C:17]=1[O:18][C:19]1[CH:24]=[CH:23][C:22]([OH:25])=[CH:21][CH:20]=1)[C:12]([OH:14])=[O:13])[C:2]1[CH:3]=[CH:4][CH:5]=[CH:6][CH:7]=1 |f:1.2|. Procedure: A suspension of 3-benzylamino-4-(4-benzyloxyphenoxy)-5-sulphamyl-benzoic acid (0.5 g) in water (5 ml) was adjusted to a pH of 11 by addition of 1N sodium hydroxide. The resulting soluton was hydrogenated at room temperature and 1.1 atmospheres hydrogen pressure after addition of Pd-on-carbon powder catalyst (0.025 g catalyst containing 10% of Pd). After the hydrogen uptake had become negligible, the catalyst was removed by filtration, and from the filtrate the 3-benzylamino-4-(4-hydroxyphenoxy)-... Reactants: COC(=O)c1ccccc1OCc1nc(OC)cc(OC)n1, CCO, [K+], [OH-], O. Product: COc1cc(OC)nc(COc2ccccc2C(=O)O)n1. Reaction SMILES: [CH3:1][O:2][c:3]1[n:4][c:5]([CH2:11][O:12][c:13]2[c:14]([C:15](=[O:16])[O:17][CH3:18])[cH:19][cH:20][cH:21][cH:22]2)[n:6][c:7]([O:9][CH3:10])[cH:8]1.[CH3:25][CH2:26][OH:27].[K+:24].[OH-:23].[OH2:28]>>[CH3:1][O:2][c:3]1[n:4][c:5]([CH2:11][O:12][c:13]2[c:14]([C:15](=[O:16])[OH:17])[cH:19][cH:20][cH:21][cH:22]2)[n:6][c:7]([O:9][CH3:10])[cH:8]1.